Task: describe an organic reaction: reactants, conditions, products, and yield. Dataset: the Open Reaction Database (ORD), a public repository of structured organic reaction records Starting materials: ClC=1C=C(C=2N(N1)C=CN2)NC2=NC(=CC=C2)N2C(CCC2)C (6-chloro-N-(6-(2-methylpyrrolidin-1-yl)pyridin-2-yl)imidazo[1,2-b]pyridazin-8-amine), C(#N)C=1C=C(C=CC1)B(O)O (3-cyanophenylboronic acid), CC(C)C1=CC(=C(C(=C1)C(C)C)C2=C(C=CC=C2)P(C3CCCCC3)C4CCCCC4)C(C)C (X-Phos), C(=O)([O-])[O-].[Na+].[Na+] (Na2CO3). The reagents and catalysts are C=1C=CC(=CC1)/C=C/C(=O)/C=C/C2=CC=CC=C2.C=1C=CC(=CC1)/C=C/C(=O)/C=C/C2=CC=CC=C2.[Pd] (Pd(dba)2). The solvent is O1CCOCC1.O (dioxane H2O). Reaction conditions: temperature 95 celsius, time 18 hour. The product is CC1N(CCC1)C1=CC=CC(=N1)NC=1C=2N(N=C(C1)C=1C=C(C#N)C=CC1)C=CN2 (3-(8-(6-(2-methylpyrrolidin-1-yl)pyridin-2-ylamino)imidazo[1,2-b]pyridazin-6-yl)benzo nitrile). The yield is 50.6%. Reaction SMILES: Cl[C:2]1[CH:3]=[C:4]([NH:11][C:12]2[CH:17]=[CH:16][CH:15]=[C:14]([N:18]3[CH2:22][CH2:21][CH2:20][CH:19]3[CH3:23])[N:13]=2)[C:5]2[N:6]([CH:8]=[CH:9][N:10]=2)[N:7]=1.[C:24]([C:26]1[CH:27]=[C:28](B(O)O)[CH:29]=[CH:30][CH:31]=1)#[N:25].CC(C1C=C(C(C)C)C(C2C=CC=CC=2P(C2CCCCC2)C2CCCCC2)=C(C(C)C)C=1)C.C([O-])([O-])=O.[Na+].[Na+]>O1CCOCC1.O.C1C=CC(/C=C/C(/C=C/C2C=CC=CC=2)=O)=CC=1.C1C=CC(/C=C/C(/C=C/C2C=CC=CC=2)=O)=CC=1.[Pd]>[CH3:23][CH:19]1[CH2:20][CH2:21][CH2:22][N:18]1[C:14]1[N:13]=[C:12]([NH:11][C:4]2[C:5]3[N:6]([CH:8]=[CH:9][N:10]=3)[N:7]=[C:2]([C:30]3[CH:31]=[C:26]([CH:27]=[CH:28][CH:29]=3)[C:24]#[N:25])[CH:3]=2)[CH:17]=[CH:16][CH:15]=1 |f:3.4.5,6.7,8.9.10|. Procedure details: A mixture of 6-chloro-N-(6-(2-methylpyrrolidin-1-yl)pyridin-2-yl)imidazo[1,2-b]pyridazin-8-amine (0.05 g, 0.15 mmol), 3-cyanophenylboronic acid (0.026 g, 0.18 mmol), Pd(dba)2 (0.02 g, 0.035 mmol), X-Phos (0.02 g, 0.042 mmol) and Na2CO3 (0.032 g, 0.3 mmol) in dioxane/H2O (20 mL/2 mL) was stirred at 95° C. for 18 h under N2 atmosphere. The solvent was removed in vacuo and the residue purified by chromatography (silica gel, petroleum ether and ethyl acetate 3:1) to give 3-(8-(6-(2-methylpyrrolidin-... Reactants: CC(=O)Nc1cc(Sc2ccccc2)ccc1[N+](=O)[O-], CC(=O)OO, CO, ClC(Cl)Cl. Product: CC(=O)Nc1cc(S(=O)c2ccccc2)ccc1[N+](=O)[O-]. RXN SMILES: [C:1]([CH3:2])(=[O:3])[NH:4][c:5]1[c:6]([N+:18](=[O:19])[O-:20])[cH:7][cH:8][c:9]([S:11][c:12]2[cH:13][cH:14][cH:15][cH:16][cH:17]2)[cH:10]1.[C:25]([O:26][OH:28])(=[O:27])[CH3:29].[CH3:30][OH:31].[CH:21]([Cl:22])([Cl:23])[Cl:24]>>[C:1]([CH3:2])(=[O:3])[NH:4][c:5]1[c:6]([N+:18](=[O:19])[O-:20])[cH:7][cH:8][c:9]([S:11]([c:12]2[cH:13][cH:14][cH:15][cH:16][cH:17]2)=[O:27])[cH:10]1. The reactants are ClC1N(C(C2=CC=CC=C12)=O)C1=NC2=NC(=CC=C2C=C1)Cl (3-chloro-2-(7-chloro-1,8-naphthyridin-2-yl)-1-isoindolinone), CN(C(C)=O)CCCC(=O)O (4-(N-methylacetamido)butanoic acid), N12CCCCCC2=NCCC1 (1,8-diazabicyclo[5.4.0]undec-7-ene). Run in CN(C=O)C (dimethylformamide). The product is CN(C(C)=O)CCCC(=O)OC1N(C(C2=CC=CC=C12)=O)C1=NC2=NC(=CC=C2C=C1)Cl (2-(7-chloro-1,8-naphthyridin-2-yl)-3-oxo-1-isoindolinyl 4-(N-methylacetamido)butyrate). The yield is 22.8%. As a reaction SMILES: Cl[CH:2]1[C:10]2[C:5](=[CH:6][CH:7]=[CH:8][CH:9]=2)[C:4](=[O:11])[N:3]1[C:12]1[CH:21]=[CH:20][C:19]2[C:14](=[N:15][C:16]([Cl:22])=[CH:17][CH:18]=2)[N:13]=1.[CH3:23][N:24]([CH2:28][CH2:29][CH2:30][C:31]([OH:33])=[O:32])[C:25](=[O:27])[CH3:26].N12CCCN=C1CCCCC2>CN(C)C=O>[CH3:23][N:24]([CH2:28][CH2:29][CH2:30][C:31]([O:33][CH:2]1[C:10]2[C:5](=[CH:6][CH:7]=[CH:8][CH:9]=2)[C:4](=[O:11])[N:3]1[C:12]1[CH:21]=[CH:20][C:19]2[C:14](=[N:15][C:16]([Cl:22])=[CH:17][CH:18]=2)[N:13]=1)=[O:32])[C:25](=[O:27])[CH3:26]. Procedure: The procedure is as in Example 1, but starting with 3-chloro-2-(7-chloro-1,8-naphthyridin-2-yl)-1-isoindolinone (9.9 g) in anhydrous dimethylformamide (100 cc), 4-(N-methylacetamido)butanoic acid (4.8 g) and 1,8-diazabicyclo[5.4.0]undec-7-ene (4.6 g). The oily residue obtained is purified by chromatography on silica (0.063-0.2 mm; 150 g) contained in a column 3 cm in diameter [eluant: methylene chloride/methanol (99:1 by volume)] and collecting 30-cc fractions. Fractions 76 to 175 are concentrat... The reactants are C(=O)(C(F)(F)F)O (TFA), N1=C(C=CC=C1)COC(NCC1=CC=C(C=C1)C(=O)NC1=NC(=CC=C1NC(=O)OC(C)(C)C)C1=CC=CC=C1)=O (pyridin-2-ylmethyl{4-[({3-[(tert-butoxycarbonyl)amino]-6-phenylpyridin-2-yl}amino)carbonyl]benzyl}carbamate). The solvent is ClCCl (dichloromethane). Run at time 1 hour. Product: N1=C(C=CC=C1)COC(NCC1=CC=C(C=C1)C(=O)NC1=NC(=CC=C1N)C1=CC=CC=C1)=O (Pyridin-2-ylmethyl(4-{[(3-amino-6-phenylpyridin-2-yl)amino]carbonyl}benzyl)carbamate). As a reaction SMILES: C(O)(C(F)(F)F)=O.[N:8]1[CH:13]=[CH:12][CH:11]=[CH:10][C:9]=1[CH2:14][O:15][C:16](=[O:48])[NH:17][CH2:18][C:19]1[CH:24]=[CH:23][C:22]([C:25]([NH:27][C:28]2[C:33]([NH:34]C(OC(C)(C)C)=O)=[CH:32][CH:31]=[C:30]([C:42]3[CH:47]=[CH:46][CH:45]=[CH:44][CH:43]=3)[N:29]=2)=[O:26])=[CH:21][CH:20]=1>ClCCl>[N:8]1[CH:13]=[CH:12][CH:11]=[CH:10][C:9]=1[CH2:14][O:15][C:16](=[O:48])[NH:17][CH2:18][C:19]1[CH:20]=[CH:21][C:22]([C:25]([NH:27][C:28]2[C:33]([NH2:34])=[CH:32][CH:31]=[C:30]([C:42]3[CH:47]=[CH:46][CH:45]=[CH:44][CH:43]=3)[N:29]=2)=[O:26])=[CH:23][CH:24]=1. Procedure details: TFA (1 mL, 12.98 mmol) was added to a flask containing pyridin-2-ylmethyl{4-[({3-[(tert-butoxycarbonyl)amino]-6-phenylpyridin-2-yl}amino)carbonyl]benzyl}carbamate (100 mg, 0.181 mmol) in dichloromethane (2 ml) and the mixture stirred at room temperature for 1 hour. The reaction was quenched by the addition of saturated sodium bicarbonate until bubbling stopped. The aqueous layer was extracted (3×) with EtOAc and dried over sodium sulfate. The organic product was purified using HPLC. LCMS of the ...